Task: describe an organic reaction: reactants, conditions, products, and yield. Dataset: the Open Reaction Database (ORD), a public repository of structured organic reaction records Reaction SMILES: [Br:1][c:2]1[cH:3][c:4]([F:31])[c:5](-[n:8]2[n:9][c:10]([C:29]#[N:30])[c:11]([O:15][CH:16]3[CH2:17][CH2:18][N:19]([C:22]([O:23][C:24]([CH3:25])([CH3:26])[CH3:27])=[O:28])[CH2:20][CH2:21]3)[cH:12][c:13]2=[O:14])[cH:6][cH:7]1.[CH3:39][CH2:40][O:41][CH2:42][CH3:43].[Cl:44][CH2:45][Cl:46].[ClH:32].[O:33]1[CH2:34][CH2:35][O:36][CH2:37][CH2:38]1>>[Br:1][c:2]1[cH:3][c:4]([F:31])[c:5](-[n:8]2[n:9][c:10]([C:29]#[N:30])[c:11]([O:15][CH:16]3[CH2:17][CH2:18][NH:19][CH2:20][CH2:21]3)[cH:12][c:13]2=[O:14])[cH:6][cH:7]1.[ClH:32]. The reactants are CC(C)(C)OC(=O)N1CCC(Oc2cc(=O)n(-c3ccc(Br)cc3F)nc2C#N)CC1, CCOCC, ClCCl, Cl, C1COCCO1. Product: N#Cc1nn(-c2ccc(Br)cc2F)c(=O)cc1OC1CCNCC1, Cl. The reactants are P(O)(O)(O)=O, n1c(nc2c(c1c1cnc(nc1)N)CCN2[C@]1(CCN(C1)C(C(C)(C)N)=O)C)N1CCOCC1. The reagents and catalysts are c1ccc(cc1)-c2c3ccccc3cc4ccccc24 (9-Phenylanthracene). Solvent: CC(C)O (IPA). Conditions: temperature 80 celsius, time 18 hour. Yields the product CC(C)(N)C(=O)N1CC[C@@](C)(C1)N2CCc3c2nc(nc3c4cnc(N)nc4)N5CCOCC5. As a reaction SMILES: [CH3:1][C:2]([C:5]([N:7]1[CH2:12][C@:10]([N:13]2[c:17]3[c:16]([c:21]([c:22]4[cH:28][n:27][c:25]([NH2:26])[n:24][cH:23]4)[n:20][c:19]([N:29]5[CH2:34][CH2:33][O:32][CH2:31][CH2:30]5)[n:18]3)[CH2:15][CH2:14]2)([CH3:11])[CH2:9][CH2:8]1)=[O:6])([NH2:4])[CH3:3].OP(O)(O)=O>>[CH3:1][C:2]([C:5]([N:7]1[CH2:12][C@:10]([N:13]2[c:17]3[c:16]([c:21]([c:22]4[cH:28][n:27][c:25]([NH2:26])[n:24][cH:23]4)[n:20][c:19]([N:29]5[CH2:34][CH2:33][O:32][CH2:31][CH2:30]5)[n:18]3)[CH2:15][CH2:14]2)([CH3:11])[CH2:9][CH2:8]1)=[O:6])([NH2:4])[CH3:3]. Reactants: CC(C)(C)OC(=O)N(C(=O)OC(C)(C)C)c1ncc(-c2nc(N3CCOCC3)c3ncn(CC(=O)[O-])c3n2)cn1, C1CCOC1, [Li+], [OH-], O. The product is CC(C)(C)OC(=O)Nc1ncc(-c2nc(N3CCOCC3)c3ncn(CC(=O)O)c3n2)cn1. RXN SMILES: [C:1]([CH3:2])([CH3:3])([CH3:4])[O:5][C:6](=[O:7])[N:8]([c:9]1[n:10][cH:11][c:12](-[c:15]2[n:16][c:17]([N:28]3[CH2:29][CH2:30][O:31][CH2:32][CH2:33]3)[c:18]3[n:19][cH:20][n:21]([CH2:24][C:25](=[O:26])[O-:27])[c:22]3[n:23]2)[cH:13][n:14]1)[C:34]([O:35][C:36]([CH3:37])([CH3:38])[CH3:39])=[O:40].[CH2:43]1[O:44][CH2:45][CH2:46][CH2:47]1.[Li+:41].[OH-:42].[OH2:48]>>[C:1]([CH3:2])([CH3:3])([CH3:4])[O:5][C:6](=[O:7])[NH:8][c:9]1[n:10][cH:11][c:12](-[c:15]2[n:16][c:17]([N:28]3[CH2:29][CH2:30][O:31][CH2:32][CH2:33]3)[c:18]3[n:19][cH:20][n:21]([CH2:24][C:25](=[O:26])[OH:27])[c:22]3[n:23]2)[cH:13][n:14]1. The reactants are CNC, Cc1ccccc1, CC(C)c1nnc(Cl)n(C)c1=O, Cl. Yields the product CC(C)c1nnc(N(C)C)n(C)c1=O. As a reaction SMILES: [CH3:14][NH:15][CH3:16].[CH3:17][c:18]1[cH:19][cH:20][cH:21][cH:22][cH:23]1.[Cl:2][c:3]1[n:4][n:5][c:6]([CH:11]([CH3:12])[CH3:13])[c:7](=[O:10])[n:8]1[CH3:9].[ClH:1]>>[c:3]1([N:15]([CH3:14])[CH3:16])[n:4][n:5][c:6]([CH:11]([CH3:12])[CH3:13])[c:7](=[O:10])[n:8]1[CH3:9]. Starting materials: C(=O)(N1C=NC=C1)N1C=NC=C1 (1,1′-Carbonyldiimdazole), Cl.Cl.NC=1C(=NON1)C=1N(C2=C(C=NC=C2C(=O)N2CCNCC2)N1)CC (1-[2-(4-Amino-furazan-3-yl)-1-ethyl-1H-imidazo[4,5-c]pyridin-7-yl]-1-piperazin-1-yl-methanone dihydrochloride), CCOCC (Ether). The solvent is CN(C)C=O (DMF). Conditions: time 18 hour. Product: NC=1C(=NON1)C=1N(C2=C(C=NC=C2C(=O)N2C=NC=C2)N1)CC (1-[2-(4-Amino-furazan-3-yl)-1-ethyl-1H-imidazo[4,5-c]pyridin-7-yl]-1-imidazol-1-yl-methanone). Isolated yield 84.7%. Reaction SMILES: C(N1C=CN=C1)(N1C=CN=C1)=O.Cl.Cl.[NH2:15][C:16]1[C:17]([C:21]2[N:22]([CH2:38][CH3:39])[C:23]3[C:28]([C:29]([N:31]4[CH2:36]C[NH:34][CH2:33][CH2:32]4)=[O:30])=[CH:27][N:26]=[CH:25][C:24]=3[N:37]=2)=[N:18][O:19][N:20]=1.CCOCC>CN(C=O)C>[NH2:15][C:16]1[C:17]([C:21]2[N:22]([CH2:38][CH3:39])[C:23]3[C:28]([C:29]([N:31]4[CH:32]=[CH:33][N:34]=[CH:36]4)=[O:30])=[CH:27][N:26]=[CH:25][C:24]=3[N:37]=2)=[N:18][O:19][N:20]=1 |f:1.2.3|. Procedure: 1,1′-Carbonyldiimdazole (0.89 g) was added to a solution of the product from Example 250 Step 1 (0.5 g, 1.82 mmol) in dry DMF (10 ml) at room temperature under argon. The mixture was stirred for 18 h resulting in the precipitation of a colourless solid. Ether (10 ml) was added and the solid filtered to give the title compound, (0.5 g, 85%); MS (ES+) m/e 325 [M+H]+. Starting materials: [Si](C)(C)(C(C)(C)C)OC=1C(=C(C=C(C1)CC)C(O)C=1N(C=C(N1)C1=CC=CC=C1)C(C1=CC=CC=C1)(C1=CC=CC=C1)C1=CC=CC=C1)F ((3-(tert-butyldimethylsilyloxy)-5-ethyl-2-fluorophenyl) (4-phenyl-1-trityl-1H-imidazol-2-yl)methanol), CCCC[N+](CCCC)(CCCC)CCCC.[F-] (TBAF). The solvent is CCOC(=O)C (EtOAc), C1CCOC1 (THF). Reaction conditions: time 30 minute. Product: C(C)C=1C=C(C(=C(C1)O)F)C(C=1N(C=C(N1)C1=CC=CC=C1)C(C1=CC=CC=C1)(C1=CC=CC=C1)C1=CC=CC=C1)O (5-ethyl-2-fluoro-3-(hydroxy(4-phenyl-1-trityl-1H-imidazol-2-yl)methyl)phenol). Reaction SMILES: [Si]([O:8][C:9]1[C:10]([F:49])=[C:11]([CH:17]([C:19]2[N:20]([C:30]([C:43]3[CH:48]=[CH:47][CH:46]=[CH:45][CH:44]=3)([C:37]3[CH:42]=[CH:41][CH:40]=[CH:39][CH:38]=3)[C:31]3[CH:36]=[CH:35][CH:34]=[CH:33][CH:32]=3)[CH:21]=[C:22]([C:24]3[CH:29]=[CH:28][CH:27]=[CH:26][CH:25]=3)[N:23]=2)[OH:18])[CH:12]=[C:13]([CH2:15][CH3:16])[CH:14]=1)(C(C)(C)C)(C)C.CCCC[N+](CCCC)(CCCC)CCCC.[F-]>C1COCC1.CCOC(C)=O>[CH2:15]([C:13]1[CH:12]=[C:11]([CH:17]([OH:18])[C:19]2[N:20]([C:30]([C:43]3[CH:44]=[CH:45][CH:46]=[CH:47][CH:48]=3)([C:37]3[CH:38]=[CH:39][CH:40]=[CH:41][CH:42]=3)[C:31]3[CH:36]=[CH:35][CH:34]=[CH:33][CH:32]=3)[CH:21]=[C:22]([C:24]3[CH:29]=[CH:28][CH:27]=[CH:26][CH:25]=3)[N:23]=2)[C:10]([F:49])=[C:9]([OH:8])[CH:14]=1)[CH3:16] |f:1.2|. Procedure details: To a solution of intermediate 448.1 (1.74 g, 2.60 mmol) in 10 mL THF at rt, was added TBAF (1M in THF, 2.60 mL, 2.60 mmol). The mixture was stirred at rt for 30 min, then was diluted with EtOAc, washed with H2O (2×) and brine, dried (Na2SO4) and concentrated. The crude product was triturated with hexanes (10 mL) to afford after filtration 1.32 g of intermediate 448.2 as a white solid. LCMS (2 min gradient) RT=1.81 min, 555.3 (M+H)+.